Dataset: the Open Reaction Database (ORD), a public repository of structured organic reaction records. Task: describe an organic reaction: reactants, conditions, products, and yield Starting materials: [Br-].S1C(=NC=C1)[Zn+] (thiazol-2-ylzinc(II) bromide), C1CCOC1 (THF), ClC1=NC=CC(=C1)F (2-chloro-4-fluoropyridine). Reagents/catalysts: C1=CC=C(C=C1)P([C-]2C=CC=C2)C3=CC=CC=C3.C1=CC=C(C=C1)P([C-]2C=CC=C2)C3=CC=CC=C3.Cl[Pd]Cl.[Fe+2] (Pd(dppf)Cl2). The solvent is CCOC(=O)C (EtOAc). Run at time 3.5 hour. The product is FC1=CC(=NC=C1)C=1SC=CN1 (2-(4-fluoropyridin-2-yl)thiazole). Isolated yield 78.0%. As a reaction SMILES: Cl[C:2]1[CH:7]=[C:6]([F:8])[CH:5]=[CH:4][N:3]=1.[Br-].[S:10]1[CH:14]=[CH:13][N:12]=[C:11]1[Zn+].C1COCC1>CCOC(C)=O.C1C=CC(P(C2C=CC=CC=2)[C-]2C=CC=C2)=CC=1.C1C=CC(P(C2C=CC=CC=2)[C-]2C=CC=C2)=CC=1.Cl[Pd]Cl.[Fe+2]>[F:8][C:6]1[CH:5]=[CH:4][N:3]=[C:2]([C:11]2[S:10][CH:14]=[CH:13][N:12]=2)[CH:7]=1 |f:1.2,5.6.7.8|. Reported procedure: To a 2 dram vial equipped with a stir bar was added 2-chloro-4-fluoropyridine (99 mg, 0.75 mmol) and Pd(dppf)Cl2 (27 mg, 0.038 mmol). The vial was sealed with a septum screwcap and then was placed under N2 atmosphere. To the vial was added thiazol-2-ylzinc(II) bromide in THF (3.0 mL, 1.5 mmol). The vial was placed in a 60° C. heating block with stirring for 3.5 h. The reaction solution was transferred to a 125 mL reparatory funnel and was diluted with EtOAc (50 mL). The solution was washed with ... Starting materials: CC1(C(C(C=2C(C(CCC12)=O)=O)(C)C)C)C (1,1,2,3,3-Pentamethyl-2,3,6,7-tetrahydro-1H-indene-4,5-dione), CC1(C(C(C=2C(CCCC12)=O)(C)C)C)C (1,1,2,3,3-pentamethyl-1,2,3,5,6,7-hexahydro-inden-4-one), CC1(C(C(C=2C(C(CCC12)=O)=O)(C)C)C)C (1,1,2,3,3-pentamethyl-2,3,6,7-tetrahydro-1H-indene-4,5-dione), C(=O)N (formamide). Solvent: C1(=CC=CC=C1)C (toluene). Conditions: temperature 200 celsius, time 24 hour. Yields the product CC1(C(C(C2=C1CCC1=C2N=CO1)(C)C)C)C (6,6,7,8,8-pentamethyl-5,6,7,8-tetrahydro-4H-indeno[4,5-d]oxazole). As a reaction SMILES: [CH3:1][C:2]1([CH3:16])[C:10]2[CH2:9][CH2:8][C:7](=[O:11])[C:6](=O)[C:5]=2[C:4]([CH3:14])([CH3:13])[CH:3]1[CH3:15].CC1(C)C2CCCC(=O)C=2C(C)(C)C1C.[CH:32]([NH2:34])=O>C1(C)C=CC=CC=1>[CH3:1][C:2]1([CH3:16])[C:10]2[CH2:9][CH2:8][C:7]3[O:11][CH:32]=[N:34][C:6]=3[C:5]=2[C:4]([CH3:14])([CH3:13])[CH:3]1[CH3:15]. Procedure details: 1,1,2,3,3-Pentamethyl-2,3,6,7-tetrahydro-1H-indene-4,5-dione is first prepared with 1,1,2,3,3-pentamethyl-1,2,3,5,6,7-hexahydro-inden-4-one (Cashmeran®) (commercially available at IFF) via oxidation with (2,2,6,6-tetramethylpiperidin-1-yl)oxidanyl (TEMPO) (prepared as described by Barton in Tetrahedron Letters, 1984, 25(6), pages: 603-606). A 100 mL reaction flask is charged with 1,1,2,3,3-pentamethyl-2,3,6,7-tetrahydro-1H-indene-4,5-dione (10 g, 0.04 mol) and formamide (NH2CHO) (50 mL). The rea... The reactants are ClCCl, COc1cccc2c1CC1=C(O2)C(=O)N(C(CC(C)C)C(=O)O)C1, Nc1nccs1, O, On1nnc2ccccc21. Yields the product COc1cccc2c1CC1=C(O2)C(=O)N(C(CC(C)C)C(=O)Nc2nccs2)C1. RXN SMILES: [CH2:41]([Cl:42])[Cl:43].[CH3:1][O:2][c:3]1[c:4]2[c:21]([cH:22][cH:23][cH:24]1)[O:20][C:7]1=[C:6]([CH2:5]2)[CH2:10][N:9]([CH:11]([C:12](=[O:13])[OH:14])[CH2:15][CH:16]([CH3:17])[CH3:18])[C:8]1=[O:19].[NH2:25][c:26]1[s:27][cH:28][cH:29][n:30]1.[OH2:44].[OH:31][n:32]1[c:33]2[cH:34][cH:35][cH:36][cH:37][c:38]2[n:39][n:40]1>>[CH3:1][O:2][c:3]1[c:4]2[c:21]([cH:22][cH:23][cH:24]1)[O:20][C:7]1=[C:6]([CH2:5]2)[CH2:10][N:9]([CH:11]([C:12](=[O:14])[NH:25][c:26]2[s:27][cH:28][cH:29][n:30]2)[CH2:15][CH:16]([CH3:17])[CH3:18])[C:8]1=[O:19]. The reactants are CN1C(=NC2=C1C=CC=C2)CCl (1-methyl-2-(chloromethyl)benzimidazole), [N+](=O)([O-])C=1C=C(C=CC1)O (3-nitrophenol), C([O-])([O-])=O.[Cs+].[Cs+] (cesium carbonate), C([O-])([O-])=O.[Na+].[Na+] (sodium carbonate). Reagents/catalysts: [I-].[K+] (potassium iodide). Solvent: CC(=O)C (acetone). Yields the product CN1C(=NC2=C1C=CC=C2)COC=2C=C(C=CC2)[N+](=O)[O-] (3-[(1-methyl-2-benzimidazolyl)methoxy]nitrobenzene). The yield is 70.7%. RXN SMILES: [CH3:1][N:2]1[C:6]2[CH:7]=[CH:8][CH:9]=[CH:10][C:5]=2[N:4]=[C:3]1[CH2:11]Cl.[N+:13]([C:16]1[CH:17]=[C:18]([OH:22])[CH:19]=[CH:20][CH:21]=1)([O-:15])=[O:14].C(=O)([O-])[O-].[Cs+].[Cs+].C(=O)([O-])[O-].[Na+].[Na+]>[I-].[K+].CC(C)=O>[CH3:1][N:2]1[C:6]2[CH:7]=[CH:8][CH:9]=[CH:10][C:5]=2[N:4]=[C:3]1[CH2:11][O:22][C:18]1[CH:17]=[C:16]([N+:13]([O-:15])=[O:14])[CH:21]=[CH:20][CH:19]=1 |f:2.3.4,5.6.7,8.9|. Reported procedure: A mixture of 1-methyl-2-(chloromethyl)benzimidazole (9.8 g), 3-nitrophenol (7.5 g), cesium carbonate (17.6 g), sodium carbonate (5.7 g), potassium iodide (0.5 g) and acetone (250 ml) is heated at reflux overnight. The mixture is filtered and the resulting solution is partially concentrated. A crystalline solid forms which is filtered and dried, giving 10.8 g (70% yield) of title compound, m.p. 183°-185° C.